This data is from the Open Reaction Database (ORD), a public repository of structured organic reaction records. The task is: describe an organic reaction: reactants, conditions, products, and yield Reactants: Cl (hydrochloric acid), [OH-].[Na+] (sodium hydroxide), CO (methanol), C1(CC1)C1=NC=2CCN(C(C2C=C1C(=O)OC)=O)C1CCN(CC1)CC1=CC(=C(C=C1OCC)C1=CC=C(C=C1)F)C1CC1 (methyl 2-cyclopropyl-6-(1-((2-cyclopropyl-5-ethoxy-4′-fluorobiphenyl-4-yl)methyl)piperidin-4-yl)-5-oxo-5,6,7,8-tetrahydro-1,6-naphthyridine-3-carboxylate). Solvent: C(C)(=O)OCC (ethyl acetate), C1CCOC1 (THF). Run at temperature 50 celsius, time 1 hour. The product is C1(CC1)C1=NC=2CCN(C(C2C=C1C(=O)O)=O)C1CCN(CC1)CC1=CC(=C(C=C1OCC)C1=CC=C(C=C1)F)C1CC1 (2-Cyclopropyl-6-(1-((2-cyclopropyl-5-ethoxy-4′-fluorobiphenyl-4-yl)methyl)piperidin-4-yl)-5-oxo-5,6,7,8-tetrahydro-1,6-naphthyridine-3-carboxylic acid). Isolated yield 68.3%. RXN SMILES: [OH-].[Na+].CO.[CH:5]1([C:8]2[C:17]([C:18]([O:20]C)=[O:19])=[CH:16][C:15]3[C:14](=[O:22])[N:13]([CH:23]4[CH2:28][CH2:27][N:26]([CH2:29][C:30]5[C:35]([O:36][CH2:37][CH3:38])=[CH:34][C:33]([C:39]6[CH:44]=[CH:43][C:42]([F:45])=[CH:41][CH:40]=6)=[C:32]([CH:46]6[CH2:48][CH2:47]6)[CH:31]=5)[CH2:25][CH2:24]4)[CH2:12][CH2:11][C:10]=3[N:9]=2)[CH2:7][CH2:6]1.Cl>C(OCC)(=O)C.C1COCC1>[CH:5]1([C:8]2[C:17]([C:18]([OH:20])=[O:19])=[CH:16][C:15]3[C:14](=[O:22])[N:13]([CH:23]4[CH2:24][CH2:25][N:26]([CH2:29][C:30]5[C:35]([O:36][CH2:37][CH3:38])=[CH:34][C:33]([C:39]6[CH:40]=[CH:41][C:42]([F:45])=[CH:43][CH:44]=6)=[C:32]([CH:46]6[CH2:47][CH2:48]6)[CH:31]=5)[CH2:27][CH2:28]4)[CH2:12][CH2:11][C:10]=3[N:9]=2)[CH2:6][CH2:7]1 |f:0.1|. Procedure: A 2 M aqueous sodium hydroxide solution (1.50 mL) was added at room temperature to a methanol (2 mL)-THF (2 mL) solution of methyl 2-cyclopropyl-6-(1-((2-cyclopropyl-5-ethoxy-4′-fluorobiphenyl-4-yl)methyl)piperidin-4-yl)-5-oxo-5,6,7,8-tetrahydro-1,6-naphthyridine-3-carboxylate (480 mg), and the mixture was stirred at 50° C. for 1 hour. The reaction mixture was neutralized with hydrochloric acid at room temperature. Then, ethyl acetate was added thereto, and the mixture was concentrated. The depo... Reactants: CC(C)O, N#Cc1cncc(Cl)c1, [Co], O. The product is NCc1cncc(Cl)c1. RXN SMILES: [CH3:11][CH:12]([OH:13])[CH3:14].[Cl:1][c:2]1[cH:3][n:4][cH:5][c:6]([C:7]#[N:8])[cH:9]1.[Co:15].[OH2:10]>>[Cl:1][c:2]1[cH:3][n:4][cH:5][c:6]([CH2:7][NH2:8])[cH:9]1. The reactants are NCCCCCC(=O)NCCO[C@H]1[C@@H](O)[C@H](O)[C@H](O)[C@@H](O1)C (6-amino-N-{2-[(α-L-fucopyranosyl)oxy]ethyl}hexanamide), C(CCl)Cl (EDC), C=1C=CC2=C(C1)N=NN2O (HOBt), C(C1=CC=CC=C1)OC(CCCCCCC(=O)N[C@@H](CCCCNC(CCCCC(=O)NCCO[C@H]1[C@@H](O)[C@H](O)[C@H](O)[C@@H](O1)C)=O)C(=O)O)=O (N2-{8-(benzyloxy)-8-oxooctanoyl}-N6-[6-({2-[(α-L-fucopyranosyl)oxy]ethyl}amino)-6-oxohexanoyl]-L-lysine). The solvent is CN(C)C=O (DMF). Run at time 20 minute. The product is [C@@H]1([C@@H](O)[C@H](O)[C@H](O)[C@@H](O1)C)OCCNC(CCCCCNC([C@H](CCCCNC(CCCCC(NCCO[C@H]1[C@@H](O)[C@H](O)[C@H](O)[C@@H](O1)C)=O)=O)NC(CCCCCCC(=O)OCC1=CC=CC=C1)=O)=O)=O (benzyl 8-({(12S)-1,26-bis[(α-L-fucopyranosyl)oxy]-4,11,18,23-tetraoxo-3,10,17,24-tetraazahexacosan-12-yl}amino)-8-oxooctanoate). RXN SMILES: [CH2:1]([O:8][C:9](=[O:50])[CH2:10][CH2:11][CH2:12][CH2:13][CH2:14][CH2:15][C:16]([NH:18][C@H:19]([C:47](O)=[O:48])[CH2:20][CH2:21][CH2:22][CH2:23][NH:24][C:25](=[O:46])[CH2:26][CH2:27][CH2:28][CH2:29][C:30]([NH:32][CH2:33][CH2:34][O:35][C@@H:36]1[O:44][C@@H:43]([CH3:45])[C@@H:41]([OH:42])[C@@H:39]([OH:40])[C@@H:37]1[OH:38])=[O:31])=[O:17])[C:2]1[CH:7]=[CH:6][CH:5]=[CH:4][CH:3]=1.C(Cl)CCl.C1C=CC2N(O)N=NC=2C=1.[NH2:65][CH2:66][CH2:67][CH2:68][CH2:69][CH2:70][C:71]([NH:73][CH2:74][CH2:75][O:76][C@@H:77]1[O:85][C@@H:84]([CH3:86])[C@@H:82]([OH:83])[C@@H:80]([OH:81])[C@@H:78]1[OH:79])=[O:72]>CN(C=O)C>[C@@H:77]1([O:76][CH2:75][CH2:74][NH:73][C:71](=[O:72])[CH2:70][CH2:69][CH2:68][CH2:67][CH2:66][NH:65][C:47](=[O:48])[C@@H:19]([NH:18][C:16](=[O:17])[CH2:15][CH2:14][CH2:13][CH2:12][CH2:11][CH2:10][C:9]([O:8][CH2:1][C:2]2[CH:3]=[CH:4][CH:5]=[CH:6][CH:7]=2)=[O:50])[CH2:20][CH2:21][CH2:22][CH2:23][NH:24][C:25](=[O:46])[CH2:26][CH2:27][CH2:28][CH2:29][C:30](=[O:31])[NH:32][CH2:33][CH2:34][O:35][C@@H:36]2[O:44][C@@H:43]([CH3:45])[C@@H:41]([OH:42])[C@@H:39]([OH:40])[C@@H:37]2[OH:38])[O:85][C@@H:84]([CH3:86])[C@@H:82]([OH:83])[C@@H:80]([OH:81])[C@@H:78]1[OH:79]. Procedure: In a 40 mL vial was added N2-{8-(benzyloxy)-8-oxooctanoyl}-N6-[6-({2-[(α-L-fucopyranosyl)oxy]ethyl}amino)-6-oxohexanoyl]-L-lysine (100 mg, 0.141 mmol) and DMF (5 mL). To the above solution at 0° C. was added EDC (40.5 mg, 0.211 mmol) and HOBt (23.7 mg, 0.155 mmol). The reaction was warmed to rt and stirred at rt for 20 min. To the above mixture was added 6-amino-N-{2-[(α-L-fucopyranosyl)oxy]ethyl}hexanamide (45.1 mg, 0.141 mmol). After stirring at rt for 18 hr, the mixture was concentrated. The ... The reactants are O=C(Cl)C1CC1, CCC(=O)OC1C(O)C=C2C=C3OC(=O)C(C)=C3CC2(C)C1C, c1ccncc1. Product: CCC(=O)OC1C(OC(=O)C2CC2)C=C2C=C3OC(=O)C(C)=C3CC2(C)C1C. As a reaction SMILES: [CH:30]1([C:33](=[O:34])[Cl:35])[CH2:31][CH2:32]1.[OH:1][CH:2]1[CH:3]([O:19][C:20]([CH2:21][CH3:22])=[O:23])[CH:4]([CH3:18])[C:5]2([CH3:17])[CH2:6][C:7]3=[C:11]([CH3:12])[C:10](=[O:13])[O:9][C:8]3=[CH:14][C:15]2=[CH:16]1.[cH:24]1[cH:25][cH:26][n:27][cH:28][cH:29]1>>[O:1]([CH:2]1[CH:3]([O:19][C:20]([CH2:21][CH3:22])=[O:23])[CH:4]([CH3:18])[C:5]2([CH3:17])[CH2:6][C:7]3=[C:11]([CH3:12])[C:10](=[O:13])[O:9][C:8]3=[CH:14][C:15]2=[CH:16]1)[C:33]([CH:30]1[CH2:31][CH2:32]1)=[O:34]. Reactants: ClC(Cl)Cl, CCOC(=O)Cl, NCC(O)C1=CC2(CCCC2)c2ccccc21, [Na+], [OH-], O. The product is CCOC(=O)NCC(O)C1=CC2(CCCC2)c2ccccc21. As a reaction SMILES: [CH:26]([Cl:27])([Cl:28])[Cl:29].[Cl:1][C:2](=[O:3])[O:4][CH2:5][CH3:6].[NH2:7][CH2:8][CH:9]([OH:10])[C:11]1=[CH:12][C:13]2([CH2:14][CH2:15][CH2:16][CH2:17]2)[c:18]2[cH:19][cH:20][cH:21][cH:22][c:23]21.[Na+:25].[OH-:24].[OH2:30]>>[C:2](=[O:3])([O:4][CH2:5][CH3:6])[NH:7][CH2:8][CH:9]([OH:10])[C:11]1=[CH:12][C:13]2([CH2:14][CH2:15][CH2:16][CH2:17]2)[c:18]2[cH:19][cH:20][cH:21][cH:22][c:23]21. The reactants are COC(=O)C1=CC=2C3=C(NC2C=N1)N=CC(=C3)C3=CC=C(C=C3)CN3CCCCC3 (3-(4-piperidin-1-ylmethyl-phenyl)-9H-dipyrido[2,3-b;4′,3′-d]pyrrole-6-carboxylic acid methyl ester), C(C)N (ethylamine). Solvent: C1CCOC1 (THF). Product: C(C)NC(=O)C1=CC=2C3=C(NC2C=N1)N=CC(=C3)C3=CC=C(C=C3)CN3CCCCC3 (N-Ethyl-3-(4-piperidin-1-ylmethyl-phenyl)-9H-dipyrido[2,3-b;4′,3′-d]pyrrole-6-carboxamide). The yield is 48.0%. RXN SMILES: CO[C:3]([C:5]1[N:13]=[CH:12][C:11]2[NH:10][C:9]3[N:14]=[CH:15][C:16]([C:18]4[CH:23]=[CH:22][C:21]([CH2:24][N:25]5[CH2:30][CH2:29][CH2:28][CH2:27][CH2:26]5)=[CH:20][CH:19]=4)=[CH:17][C:8]=3[C:7]=2[CH:6]=1)=[O:4].[CH2:31]([NH2:33])[CH3:32]>C1COCC1>[CH2:31]([NH:33][C:3]([C:5]1[N:13]=[CH:12][C:11]2[NH:10][C:9]3[N:14]=[CH:15][C:16]([C:18]4[CH:19]=[CH:20][C:21]([CH2:24][N:25]5[CH2:26][CH2:27][CH2:28][CH2:29][CH2:30]5)=[CH:22][CH:23]=4)=[CH:17][C:8]=3[C:7]=2[CH:6]=1)=[O:4])[CH3:32]. Procedure: A solution of 3-(4-piperidin-1-ylmethyl-phenyl)-9H-dipyrido[2,3-b;4′,3′-d]pyrrole-6-carboxylic acid methyl ester (152 mg, 0.380 mmol) in 2M ethylamine in THF (8.0 mL) was heated to 80° C. for 4 days in a sealed tube. The mixture was allowed to cool and concentrated in vacuo. The residue was redissolved in DMSO and purified by preparative HPLC [2-60% MeCN/water modified with 0.1% ammonium hydroxide] to afford a dark brown solid (74.9 mg, 48%). 1H NMR (DMSO-D6, 500 MHz): 9.19 (d, J=2.2 Hz, 1H), 8.... Solvent: ClCCCl (DCE). Product: ClC1=C(C=C(C=C1OC1CN(CC1)C1COC1)C#N)NC1=NN2C(C(=N1)NC1CC1)=NC=C2C#N ((+/−)-2-((2-chloro-5-cyano-3-((1-(oxetan-3-yl)pyrrolidin-3-yl)oxy)phenyl)amino)-4-(cyclopropylamino)imidazo[2,1-f][1,2,4]triazine-7-carbonitrile). Isolated yield 72.1%. Reaction SMILES: C(O)(C(F)(F)F)=O.[Cl:8][C:9]1[C:14]([O:15][CH:16]2[CH2:20][CH2:19][N:18]([CH:21]3[CH2:24][O:23][CH2:22]3)[CH2:17]2)=[CH:13][C:12]([C:25]#[N:26])=[CH:11][C:10]=1[NH:27][C:28]1[N:33]=[C:32]([N:34]([CH:44]2[CH2:46][CH2:45]2)CC2C=CC(OC)=CC=2)[C:31]2=[N:47][CH:48]=[C:49]([C:50]#[N:51])[N:30]2[N:29]=1.C1(OC)C=CC=CC=1>ClCCCl>[Cl:8][C:9]1[C:14]([O:15][CH:16]2[CH2:20][CH2:19][N:18]([CH:21]3[CH2:22][O:23][CH2:24]3)[CH2:17]2)=[CH:13][C:12]([C:25]#[N:26])=[CH:11][C:10]=1[NH:27][C:28]1[N:33]=[C:32]([NH:34][CH:44]2[CH2:45][CH2:46]2)[C:31]2=[N:47][CH:48]=[C:49]([C:50]#[N:51])[N:30]2[N:29]=1. Conditions: temperature 60 celsius. Procedure details: TFA (25% in DCE, 2 ml, 26.0 mmol) was added to a solution of (+/−)-2-((2-chloro-5-cyano-3-((1-(oxetan-3-yl)pyrrolidin-3-yl)oxy)phenyl)amino)-4-(cyclopropyl(4-methoxybenzyl)amino)imidazo[2,1-f][1,2,4]triazine-7-carbonitrile (38 mg, 0.062 mmol) and anisole (0.027 ml, 0.248 mmol) in DCE (1 mL) and the reaction mixture was heated at 60° C. for 2 hours. Solvent was evaporated in vacuo and the residue was dried under vacuum overnight. The crude was trituated with hexane 3×1 ml, dissolved in acetonitri... Starting materials: C(=O)(C(F)(F)F)O (TFA), ClC1=C(C=C(C=C1OC1CN(CC1)C1COC1)C#N)NC1=NN2C(C(=N1)N(CC1=CC=C(C=C1)OC)C1CC1)=NC=C2C#N ((+/−)-2-((2-chloro-5-cyano-3-((1-(oxetan-3-yl)pyrrolidin-3-yl)oxy)phenyl)amino)-4-(cyclopropyl(4-methoxybenzyl)amino)imidazo[2,1-f][1,2,4]triazine-7-carbonitrile), C1(=CC=CC=C1)OC (anisole).